Dataset: the Open Reaction Database (ORD), a public repository of structured organic reaction records. Task: describe an organic reaction: reactants, conditions, products, and yield Starting materials: C1CCNCC1, CCO, CSc1nc(N)nc(-c2ccco2)c1C#N. Product: N#Cc1c(-c2ccco2)nc(N)nc1N1CCCCC1. Reaction SMILES: [CH2:17]1[CH2:18][CH2:19][NH:20][CH2:21][CH2:22]1.[CH3:23][CH2:24][OH:25].[NH2:1][c:2]1[n:3][c:4]([S:15][CH3:16])[c:5]([C:13]#[N:14])[c:6](-[c:8]2[o:9][cH:10][cH:11][cH:12]2)[n:7]1>>[NH2:1][c:2]1[n:3][c:4]([N:20]2[CH2:19][CH2:18][CH2:17][CH2:22][CH2:21]2)[c:5]([C:13]#[N:14])[c:6](-[c:8]2[o:9][cH:10][cH:11][cH:12]2)[n:7]1.